This data is from the Open Reaction Database (ORD), a public repository of structured organic reaction records. The task is: describe an organic reaction: reactants, conditions, products, and yield Reactants: FC(F)(F)c1ccc(Nc2ncnc3c2CCN(Cc2ccccc2)C3)cc1, CO, [OH-], [OH-], [Pd+2]. Product: FC(F)(F)c1ccc(Nc2ncnc3c2CCNC3)cc1. As a reaction SMILES: [CH2:1]([c:2]1[cH:3][cH:4][cH:5][cH:6][cH:7]1)[N:8]1[CH2:9][c:10]2[n:11][cH:12][n:13][c:14]([NH:18][c:19]3[cH:20][cH:21][c:22]([C:25]([F:26])([F:27])[F:28])[cH:23][cH:24]3)[c:15]2[CH2:16][CH2:17]1.[CH3:29][OH:30].[OH-:31].[OH-:33].[Pd+2:32]>>[NH:8]1[CH2:9][c:10]2[n:11][cH:12][n:13][c:14]([NH:18][c:19]3[cH:20][cH:21][c:22]([C:25]([F:26])([F:27])[F:28])[cH:23][cH:24]3)[c:15]2[CH2:16][CH2:17]1.